This data is from the Open Reaction Database (ORD), a public repository of structured organic reaction records. The task is: describe an organic reaction: reactants, conditions, products, and yield The reactants are Amine, C(=O)(OC(C)(C)C)N1CCC(CC1)=O (1-BOC-4-piperidone), NC1=NC=CC=C1 (2-aminopyridine), C(C)(=O)O[BH-](OC(C)=O)OC(C)=O.[Na+] (sodium triacetoxyborohydride), C(C)(=O)O (acetic acid). The solvent is ClCCCl (1,2-dichloroethane). Yields the product C(C)(C)(C)OC(=O)N1CCC(CC1)NC1=NC=CC=C1 (4-(pyridin-2-ylamino)-piperidine-1-carboxylic acid tert-butyl ester). Yield: 19.6%. RXN SMILES: [C:1]([N:8]1[CH2:13][CH2:12][C:11](=O)[CH2:10][CH2:9]1)([O:3][C:4]([CH3:7])([CH3:6])[CH3:5])=[O:2].[NH2:15][C:16]1[CH:21]=[CH:20][CH:19]=[CH:18][N:17]=1.C(O[BH-](OC(=O)C)OC(=O)C)(=O)C.[Na+].C(O)(=O)C>ClCCCl>[C:4]([O:3][C:1]([N:8]1[CH2:13][CH2:12][CH:11]([NH:15][C:16]2[CH:21]=[CH:20][CH:19]=[CH:18][N:17]=2)[CH2:10][CH2:9]1)=[O:2])([CH3:7])([CH3:6])[CH3:5] |f:2.3|. Procedure: Amine preparation: A mixture of 1-BOC-4-piperidone (496 mg), 2-aminopyridine (234 mg), sodium triacetoxyborohydride (580 mg) and acetic acid (0.14 mL) was stirred together in dry 1,2-dichloroethane (10 mL) at room temperature. After 24 h the reaction was quenched with saturated NaHCO3 solution and extracted with DCM, dried (Na2SO4), filtered and concentrated in vacuo to give 4-(pyridin-2-ylamino)-piperidine-1-carboxylic acid tert-butyl ester (135 mg) after flash chromatography. Treatment of this... The reactants are C[Si](C=1C=C(C=CC1)C)(C)C (m-trimethylsilyltoluene), C1CC(=O)N(C1=O)Br (NBS), ice water. The reagents and catalysts are CC(C)(C#N)N=NC(C)(C)C#N (AIBN). Run in ClC1=CC=CC=C1 (chlorobenzene). Product: C[Si](C=1C=C(CBr)C=CC1)(C)C (m-Trimethylsilylbenzyl Bromide). The yield is 99.1%. Reaction SMILES: [CH3:1][Si:2]([CH3:11])([CH3:10])[C:3]1[CH:4]=[C:5]([CH3:9])[CH:6]=[CH:7][CH:8]=1.C1C(=O)N([Br:19])C(=O)C1>CC(N=NC(C#N)(C)C)(C#N)C.ClC1C=CC=CC=1>[CH3:1][Si:2]([CH3:10])([CH3:11])[C:3]1[CH:4]=[C:5]([CH:6]=[CH:7][CH:8]=1)[CH2:9][Br:19]. Reported procedure: A mixture of m-trimethylsilyltoluene (8.22 g, 50 mmol), NBS (8.90 g, 50 mmol), AIBN (0.05 g) and chlorobenzene (50 ml) was heated by means of a heating bath preheated to 110° C. An exothermic reaction started when the reaction mixture reached 80-90° C. and the orange suspension became a colorless solution within minutes. The mixture was cooled down with the aid of an ice-bath, ice water was added and the resulting mixture was extracted with hexane. The organic phase was washed with water, then b... The reactants are CC(=O)NCC1CN(c2ccc3c(c2)CSCC3)C(=O)O1, CO, O. The product is CC(=O)NCC1CN(c2ccc3c(c2)CS(=O)CC3)C(=O)O1. Reaction SMILES: [CH2:1]1[S:2][CH2:3][CH2:4][c:5]2[c:6]1[cH:7][c:8]([N:11]1[C:12](=[O:21])[O:13][CH:14]([CH2:16][NH:17][C:18]([CH3:19])=[O:20])[CH2:15]1)[cH:9][cH:10]2.[CH3:23][OH:24].[OH2:22]>>[CH2:1]1[S:2](=[O:22])[CH2:3][CH2:4][c:5]2[c:6]1[cH:7][c:8]([N:11]1[C:12](=[O:21])[O:13][CH:14]([CH2:16][NH:17][C:18]([CH3:19])=[O:20])[CH2:15]1)[cH:9][cH:10]2. Reactants: COc1ccc2[nH]c(SCc3ncc(C)c([N+](=O)[O-])c3C)nc2c1, C[O-], CO, [Na+]. The product is COc1ccc2[nH]c(SCc3ncc(C)c(OC)c3C)nc2c1. Reaction SMILES: [CH3:1][O:2][c:3]1[cH:4][c:5]2[c:6]([nH:7][c:8]([S:10][CH2:11][c:12]3[n:13][cH:14][c:15]([CH3:22])[c:16]([N+:19]([O-:20])=[O:21])[c:17]3[CH3:18])[n:9]2)[cH:23][cH:24]1.[CH3:25][O-:26].[CH3:28][OH:29].[Na+:27]>>[CH3:1][O:2][c:3]1[cH:4][c:5]2[c:6]([nH:7][c:8]([S:10][CH2:11][c:12]3[n:13][cH:14][c:15]([CH3:22])[c:16]([O:26][CH3:25])[c:17]3[CH3:18])[n:9]2)[cH:23][cH:24]1. The reactants are CO, COC(=O)c1ccc(CCC(NC=O)c2cccnc2)cc1, [Na+], C1COCCO1, O=C([O-])O, O=S(=O)(O)O. The product is COC(=O)c1ccc(CCC(N)c2cccnc2)cc1. As a reaction SMILES: [CH3:7][OH:8].[CH:9](=[O:10])[NH:11][CH:12]([CH2:13][CH2:14][c:15]1[cH:16][cH:17][c:18]([C:19](=[O:20])[O:21][CH3:22])[cH:23][cH:24]1)[c:25]1[cH:26][n:27][cH:28][cH:29][cH:30]1.[Na+:36].[O:1]1[CH2:2][CH2:3][O:4][CH2:5][CH2:6]1.[OH:37][C:38](=[O:39])[O-:40].[S:31](=[O:32])(=[O:33])([OH:34])[OH:35]>>[NH2:11][CH:12]([CH2:13][CH2:14][c:15]1[cH:16][cH:17][c:18]([C:19](=[O:20])[O:21][CH3:22])[cH:23][cH:24]1)[c:25]1[cH:26][n:27][cH:28][cH:29][cH:30]1. The product is COC1=CC=C(C=C1)C1=C(NC(=C1)C1=CC=CC=C1)C(=O)NCC1=CC=C(C=C1)C(=O)NC1=NC=CC=C1 (3-(4-methoxyphenyl)-5-phenyl-N-{4-[(pyridin-2-ylamino)carbonyl]benzyl}-1H-pyrrole-2-carboxamide). Procedure details: This material was prepared using a method substantially similar to that of Example 5 from 3-(4-methoxyphenyl)-5-phenyl-1H-pyrrole-2-carboxylic acid and 4-(aminomethyl)-N-pyridin-2-ylbenzamide hydrochloride, yielding the title compound. 3-(4-Methoxyphenyl)-5-phenyl-N-{4-[(pyridin-2-ylamino)carbonyl]benzyl}-1H-pyrrole-2-carboxamide: Yield 71%; m.p. 196° C. (dec.); IR 3402, 3239, 1623, 1536, 1432, 1304, 1246 cm−1; 1H-NMR (300 MHz, δ ppm, CDCl3) 9.75 (s, 1H), 8.77 (s, 1H), 8.39 (d, J=8.4 Hz, 1H), 8.... Starting materials: COC1=CC=C(C=C1)C1=C(NC(=C1)C1=CC=CC=C1)C(=O)O (3-(4-methoxyphenyl)-5-phenyl-1H-pyrrole-2-carboxylic acid), Cl.NCC1=CC=C(C(=O)NC2=NC=CC=C2)C=C1 (4-(aminomethyl)-N-pyridin-2-ylbenzamide hydrochloride). Isolated yield 71.0%. RXN SMILES: [CH3:1][O:2][C:3]1[CH:8]=[CH:7][C:6]([C:9]2[CH:13]=[C:12]([C:14]3[CH:19]=[CH:18][CH:17]=[CH:16][CH:15]=3)[NH:11][C:10]=2[C:20](O)=[O:21])=[CH:5][CH:4]=1.Cl.[NH2:24][CH2:25][C:26]1[CH:40]=[CH:39][C:29]([C:30]([NH:32][C:33]2[CH:38]=[CH:37][CH:36]=[CH:35][N:34]=2)=[O:31])=[CH:28][CH:27]=1>>[CH3:1][O:2][C:3]1[CH:8]=[CH:7][C:6]([C:9]2[CH:13]=[C:12]([C:14]3[CH:19]=[CH:18][CH:17]=[CH:16][CH:15]=3)[NH:11][C:10]=2[C:20]([NH:24][CH2:25][C:26]2[CH:27]=[CH:28][C:29]([C:30]([NH:32][C:33]3[CH:38]=[CH:37][CH:36]=[CH:35][N:34]=3)=[O:31])=[CH:39][CH:40]=2)=[O:21])=[CH:5][CH:4]=1 |f:1.2|. Starting materials: CC1=C2C(CCSC2=CC=C1Br)=O (5-methyl-6-bromothiochroman-4-one), Cl.CON (O-methylhydroxylamine hydrochloride), C(C)O (ethanol). The solvent is N1=CC=CC=C1 (pyridine). Yields the product CON=C1CCSC2=CC=C(C(=C12)C)Br (4-methoxyimino-5-methyl-6-bromothiochroman). Yield: 93.2%. As a reaction SMILES: [CH3:1][C:2]1[C:11]([Br:12])=[CH:10][CH:9]=[C:8]2[C:3]=1[C:4](=O)[CH2:5][CH2:6][S:7]2.Cl.[CH3:15][O:16][NH2:17].C(O)C>N1C=CC=CC=1>[CH3:15][O:16][N:17]=[C:4]1[C:3]2[C:8](=[CH:9][CH:10]=[C:11]([Br:12])[C:2]=2[CH3:1])[S:7][CH2:6][CH2:5]1 |f:1.2|. Reported procedure: 3.0 Grams (12 mmol) of 5-methyl-6-bromothiochroman-4-one and 1.9 g (23 mmol) of O-methylhydroxylamine hydrochloride were refluxed in a solvent mixture of 10 ml of ethanol and 10 ml of pyridine under heat for 30 minutes. The solvents were distilled off under reduced pressure, 50 ml of 5% hydrochloric acid was added, and a formed solid was recovered by filtration, washed with water and then dried to give 3.2 g (yield 93%) of 4-methoxyimino-5-methyl-6-bromothiochroman. Reactants: BrC1=CC(=C2C=CC=NC2=C1)O[C@H](C)[C@@H]1CC(NC1)=O ((R)-4-((R)-1-(7-bromoquinolin-5-yloxy)ethyl)pyrrolidin-2-one), C(C)(C)(C)OC(=O)N1CC2=CC(=CC=C2CC1)B1OC(C(O1)(C)C)(C)C (7-(4,4,5,5-Tetramethyl-[1,3,2]dioxaborolan-2-yl)-3,4-dihydro-1H-isoquinoline-2-carboxylic acid tert-butyl ester), C([O-])([O-])=O.[Na+].[Na+] (sodium carbonate). Reagents/catalysts: Cl[Pd]([P](C1=CC=CC=C1)(C2=CC=CC=C2)C3=CC=CC=C3)([P](C4=CC=CC=C4)(C5=CC=CC=C5)C6=CC=CC=C6)Cl (bis(triphenylphosphine)palladium(II) chloride). The solvent is CN(C)C=O (DMF). Run at temperature 25 celsius, time 8 hour. The product is C1NCCC2=CC=C(C=C12)C1=CC(=C2C=CC=NC2=C1)O[C@H](C)[C@@H]1CC(NC1)=O ((R)-4-((R)-1-(7-(1,2,3,4-tetrahydroisoquinolin-7-yl)quinolin-5-yloxy)ethyl)pyrrolidin-2-one). Yield: 43.3%. As a reaction SMILES: Br[C:2]1[CH:11]=[C:10]2[C:5]([CH:6]=[CH:7][CH:8]=[N:9]2)=[C:4]([O:12][C@@H:13]([C@H:15]2[CH2:19][NH:18][C:17](=[O:20])[CH2:16]2)[CH3:14])[CH:3]=1.C(OC([N:28]1[CH2:37][CH2:36][C:35]2[C:30](=[CH:31][C:32](B3OC(C)(C)C(C)(C)O3)=[CH:33][CH:34]=2)[CH2:29]1)=O)(C)(C)C.C(=O)([O-])[O-].[Na+].[Na+]>Cl[Pd](Cl)([P](C1C=CC=CC=1)(C1C=CC=CC=1)C1C=CC=CC=1)[P](C1C=CC=CC=1)(C1C=CC=CC=1)C1C=CC=CC=1.CN(C=O)C>[CH2:29]1[C:30]2[C:35](=[CH:34][CH:33]=[C:32]([C:2]3[CH:11]=[C:10]4[C:5]([CH:6]=[CH:7][CH:8]=[N:9]4)=[C:4]([O:12][C@@H:13]([C@H:15]4[CH2:19][NH:18][C:17](=[O:20])[CH2:16]4)[CH3:14])[CH:3]=3)[CH:31]=2)[CH2:36][CH2:37][NH:28]1 |f:2.3.4,^1:55,74|. Procedure details: 150 mg Example 27, 241 mg 7-(4,4,5,5-Tetramethyl-[1,3,2]dioxaborolan-2-yl)-3,4-dihydro-1H-isoquinoline-2-carboxylic acid tert-butyl ester, 15 mg bis(triphenylphosphine)palladium(II) chloride, 671 μL 2N aqueous sodium carbonate and 2 mL DMF were heated for 2 hours at 90° C. The mixture was partitioned between DCM and NaHCO3 (sat aq) and the organic layer was separated, dried (Na2SO4), filtered and concentrated in vacuo. The residue was dissolved in 10 ml 25% TFA in DCM and stirred at 25° C. overn... As a reaction SMILES: [Cl:1][C:2]1[CH:3]=[C:4]([C:12]2[O:16][N:15]=[C:14]([C:17]3[CH:18]=[CH:19][CH:20]=[C:21]4[C:25]=3[N:24]([CH3:26])[CH:23]=[C:22]4[CH2:27][NH:28][CH2:29][CH2:30][C:31]([O:33]CC)=[O:32])[N:13]=2)[CH:5]=[CH:6][C:7]=1[O:8][CH:9]([CH3:11])[CH3:10].[OH-].[Na+]>O1CCCC1.C(O)C.O>[Cl:1][C:2]1[CH:3]=[C:4]([C:12]2[O:16][N:15]=[C:14]([C:17]3[CH:18]=[CH:19][CH:20]=[C:21]4[C:25]=3[N:24]([CH3:26])[CH:23]=[C:22]4[CH2:27][NH:28][CH2:29][CH2:30][C:31]([OH:33])=[O:32])[N:13]=2)[CH:5]=[CH:6][C:7]=1[O:8][CH:9]([CH3:10])[CH3:11] |f:1.2|. Procedure details: To a solution of ethyl N-{[7-(5-{3-chloro-4-[(1-methylethyl)oxy]phenyl}-1,2,4-oxadiazol-3-yl)-1-methyl-1H-indol-3-yl]methyl}-β-alaninate (D78) (287 mg) in tetrahydrofuran (5 mL) and ethanol (5 mL) stirred at 20° C. was added a solution of sodium hydroxide (60 mg) in water (5 mL) in one charge. The reaction mixture was stirred at 20° C. overnight. The reaction mixture was concentrated and then H2SO4 (0.1 M) solution was added dropwise until no further white precipitate was formed. The solid was f... The yield is 48.0%. Reactants: [OH-].[Na+] (sodium hydroxide), ClC=1C=C(C=CC1OC(C)C)C1=NC(=NO1)C=1C=CC=C2C(=CN(C12)C)CNCCC(=O)OCC (Ethyl N-{[7-(5-{3-chloro-4-[(1-methylethyl)oxy]phenyl}-1,2,4-oxadiazol-3-yl)-1-methyl-1H-indol-3-yl]methyl}-β-alaninate). Run in O (water), O1CCCC1 (tetrahydrofuran), C(C)O (ethanol). Yields the product ClC=1C=C(C=CC1OC(C)C)C1=NC(=NO1)C=1C=CC=C2C(=CN(C12)C)CNCCC(=O)O (N-{[7-(5-{3-chloro-4-[(1-methylethyl)oxy]phenyl}-1,2,4-oxadiazol-3-yl)-1-methyl-1H-indol-3-yl]methyl}-β-alanine). Conditions: temperature 20 celsius, time 8 hour.